Dataset: the Open Reaction Database (ORD), a public repository of structured organic reaction records. Task: describe an organic reaction: reactants, conditions, products, and yield Reactants: solution, N1=CC=NC=2SC3=C(NC21)C=C(C=C3)CC(=N)SC (methyl (10H-pyrazino[2,3-b][1,4]benzothiazin-8-yl)acetothioimidate), N#CN (cyanamide). Run in CO (methanol). Yields the product C(#N)N=C(CC=1C=CC2=C(NC3=C(S2)N=CC=N3)C1)N (N2-Cyano-(10H-pyrazino[2,3-b][1,4]benzothiazin-8-yl)acetamidine). The yield is 73.5%. RXN SMILES: [N:1]1[C:10]2[NH:9][C:8]3[CH:11]=[C:12]([CH2:15][C:16](SC)=[NH:17])[CH:13]=[CH:14][C:7]=3[S:6][C:5]=2[N:4]=[CH:3][CH:2]=1.[N:20]#[C:21][NH2:22]>CO>[C:21]([N:22]=[C:16]([NH2:17])[CH2:15][C:12]1[CH:13]=[CH:14][C:7]2[S:6][C:5]3[N:4]=[CH:3][CH:2]=[N:1][C:10]=3[NH:9][C:8]=2[CH:11]=1)#[N:20]. Procedure: To 15 ml of a solution of 410 mg of methyl (10H-pyrazino[2,3-b][1,4]benzothiazin-8-yl)acetothioimidate in methanol was added 250 mg of cyanamide and the resulting mixture was heated to 60° C. or below for 1 hour. Then the reaction mixture was brought back to room temperature and the solvent was distilled off under reduced pressure to reduce its amount. The crystals thus precipitated were taken up by filtration and washed successively with methanol and ethyl acetate. Thus, 295 mg of the title com... Starting materials: BrC=1C=C(C=NC1)C(C(=O)OC)(C)C (methyl 2-(5-bromopyridin-3-yl)-2-methylpropanoate), C[Si]([O-])(C)C.[K+] (potassium trimethylsilanolate). Product: BrC=1C=C(C=NC1)C(C(=O)[O-])(C)C.[K+] (Potassium 2-(5-bromopyridin-3-yl)-2-methylpropanoate). RXN SMILES: [Br:1][C:2]1[CH:3]=[C:4]([C:8]([CH3:14])([CH3:13])[C:9]([O:11]C)=[O:10])[CH:5]=[N:6][CH:7]=1.C[Si](C)(C)[O-].[K+:20]>>[Br:1][C:2]1[CH:3]=[C:4]([C:8]([CH3:14])([CH3:13])[C:9]([O-:11])=[O:10])[CH:5]=[N:6][CH:7]=1.[K+:20] |f:1.2,3.4|. Procedure: In analogy to the procedure described for the preparation of example 59 [B], methyl 2-(5-bromopyridin-3-yl)-2-methylpropanoate (example 72 [A]) was reacted with 90% potassium trimethylsilanolate to give the title compound as a light brown solid. MS: 244.3 (M+H+). Reactants: OCCBr, Cl, O=c1[nH]c(C2CCNCC2)cc2ccccc12. Product: O=c1[nH]c(C2CCN(CCO)CC2)cc2ccccc12. RXN SMILES: [Br:19][CH2:20][CH2:21][OH:22].[ClH:1].[NH:2]1[CH2:3][CH2:4][CH:5]([c:8]2[nH:9][c:10](=[O:18])[c:11]3[cH:12][cH:13][cH:14][cH:15][c:16]3[cH:17]2)[CH2:6][CH2:7]1>>[N:2]1([CH2:20][CH2:21][OH:22])[CH2:3][CH2:4][CH:5]([c:8]2[nH:9][c:10](=[O:18])[c:11]3[cH:12][cH:13][cH:14][cH:15][c:16]3[cH:17]2)[CH2:6][CH2:7]1. Starting materials: ClCC(=O)NC1=C(C=C(C=C1)S(N)(=O)=O)Cl (2-Chloro-N-(2-chloro-4-sulphamoylphenyl)-acetamide), ClC1=CC=C(N)C=C1 (p-chloroaniline). Yields the product ClC1=CC=C(NCC(=O)NC2=C(C=C(C=C2)S(N)(=O)=O)Cl)C=C1 (2-(p-Chloroanilino)-N-(2-chloro-4-sulphamoylphenyl)-acetamide). Reaction SMILES: Cl[CH2:2][C:3]([NH:5][C:6]1[CH:11]=[CH:10][C:9]([S:12](=[O:15])(=[O:14])[NH2:13])=[CH:8][C:7]=1[Cl:16])=[O:4].[Cl:17][C:18]1[CH:24]=[CH:23][C:21]([NH2:22])=[CH:20][CH:19]=1>>[Cl:17][C:18]1[CH:24]=[CH:23][C:21]([NH:22][CH2:2][C:3]([NH:5][C:6]2[CH:11]=[CH:10][C:9]([S:12](=[O:15])(=[O:14])[NH2:13])=[CH:8][C:7]=2[Cl:16])=[O:4])=[CH:20][CH:19]=1. Procedure: 2-Chloro-N-(2-chloro-4-sulphamoylphenyl)-acetamide (7g) and p-chloroaniline (6.3 g) were heated together for 45 minutes on a water bath at 90°. The mixture was worked up as in Example 1(b) to yield the title product (4.5 g), m.p. 185° . Reactants: C1=CC=CC1 (cyclopentadiene), [OH-].[Na+] (NaOH), mixture, mono-, di- and tri-(cyclohexyl)cyclopentadiene, C1(CCCCC1)Br (cyclohexyl bromide), disubstituted cyclopentadiene. Reagents/catalysts: CCCCCCCC[N+](C)(CCCCCCCC)CCCCCCCC.[Cl-] (Aliquat 336). Solvent: O (water). Conditions: temperature 8 celsius, time 6 hour. Yields the product C1(CCCCC1)C1(C=CC=C1)C1CCCCC1 (di(cyclohexyl)cyclopentadiene). Reaction SMILES: [OH-].[Na+].[CH:3]1[CH2:7][CH:6]=[CH:5][CH:4]=1.[CH:8]1(Br)[CH2:13][CH2:12][CH2:11][CH2:10][CH2:9]1>CCCCCCCC[N+](CCCCCCCC)(CCCCCCCC)C.[Cl-].O>[CH:8]1([C:4]2([CH:8]3[CH2:13][CH2:12][CH2:11][CH2:10][CH2:9]3)[CH:3]=[CH:7][CH:6]=[CH:5]2)[CH2:13][CH2:12][CH2:11][CH2:10][CH2:9]1 |f:0.1,4.5|. Procedure: A double-walled reactor having a volume of 1 L, provided with baffles, condenser, top stirrer, thermometer and dropping funnel, was charged with 600 g of clear 50% strength NaOH (7.5 mol), followed by cooling to 8° C. Then 20 g of Aliquat 336 (49 mmol) and 33 g (0.5 mol) of freshly cracked cyclopentadiene were added. The reaction mixture was stirred vigorously for a few minutes, then 172 g of cyclohexyl bromide (1.05 mol) were added. The reaction mixture was then cooled with circulating water at... The reactants are C(C)(C)(C)OC(=O)N1CCN(CC1)C1=NC=2N(C(N(C(C2N1CC#CC)=O)C)=O)C (4-[7-(2-Butynyl)-1,3-dimethyl-2,6-dioxo-2,3,6,7-tetrahydro-1H-purin-8-yl]piperazine-1-carboxylic acid tert-butyl ester). Procedure details: 4-[7-(2-Butynyl)-1,3-dimethyl-2,6-dioxo-2,3,6,7-tetrahydro-1H-purin-8-yl]piperazine-1-carboxylic acid tert-butyl ester (2.5 g) was dissolved in trifluoroacetic acid (15 ml), and the solution was stirred at room temperature for 30 minutes. After removing the solvent by distillation at reduced pressure, the residue was purified by column chromatography using NH-silica gel (silica gel, which surface was treated with amino group: NH-DM2035 manufactured by Fuji Silysia Chemical Ltd.) to obtain 1.6 g ... Reaction conditions: time 30 minute. Product: C(C#CC)N1C(=NC=2N(C(N(C(C12)=O)C)=O)C)N1CCNCC1 (7-(2-Butynyl)-1,3-dimethyl-8-(piperazin-1-yl)-3,7-dihydropurine-2,6-dione). Reaction SMILES: C(OC([N:8]1[CH2:13][CH2:12][N:11]([C:14]2[N:22]([CH2:23][C:24]#[C:25][CH3:26])[C:21]3[C:20](=[O:27])[N:19]([CH3:28])[C:18](=[O:29])[N:17]([CH3:30])[C:16]=3[N:15]=2)[CH2:10][CH2:9]1)=O)(C)(C)C>FC(F)(F)C(O)=O>[CH2:23]([N:22]1[C:21]2[C:20](=[O:27])[N:19]([CH3:28])[C:18](=[O:29])[N:17]([CH3:30])[C:16]=2[N:15]=[C:14]1[N:11]1[CH2:10][CH2:9][NH:8][CH2:13][CH2:12]1)[C:24]#[C:25][CH3:26]. The solvent is FC(C(=O)O)(F)F (trifluoroacetic acid). Isolated yield 84.3%. Reactants: CS(=O)(=O)c1ccc(Br)cn1, O=C([O-])[O-], CCOC(C)=O, [Cs+], [Cs+], Cc1cnc(NC(=O)c2cc(O)cc(OC(C)COC(F)F)c2)cn1. Yields the product Cc1cnc(NC(=O)c2cc(Oc3ccc(S(C)(=O)=O)nc3)cc(OC(C)COC(F)F)c2)cn1. RXN SMILES: [Br:26][c:27]1[cH:28][cH:29][c:30]([S:33](=[O:34])(=[O:35])[CH3:36])[n:31][cH:32]1.[C:37](=[O:38])([O-:39])[O-:40].[CH3:43][CH2:44][O:45][C:46](=[O:47])[CH3:48].[Cs+:41].[Cs+:42].[F:1][CH:2]([O:3][CH2:4][CH:5]([CH3:6])[O:7][c:8]1[cH:9][c:10]([C:11](=[O:12])[NH:13][c:14]2[n:15][cH:16][c:17]([CH3:20])[n:18][cH:19]2)[cH:21][c:22]([OH:24])[cH:23]1)[F:25]>>[F:1][CH:2]([O:3][CH2:4][CH:5]([CH3:6])[O:7][c:8]1[cH:9][c:10]([C:11](=[O:12])[NH:13][c:14]2[n:15][cH:16][c:17]([CH3:20])[n:18][cH:19]2)[cH:21][c:22]([O:24][c:27]2[cH:28][cH:29][c:30]([S:33](=[O:34])(=[O:35])[CH3:36])[n:31][cH:32]2)[cH:23]1)[F:25]. The reactants are [H][H] (hydrogen), CCOC(=O)N1N(CC=CC1)C(=O)OCC1=CC=CC=C1 (1,2,3,6-tetrahydropyridazine-1,2-dicarboxylic acid 1-benzyl ester 2-ethyl ester), resultant mixture. The reagents and catalysts are [C].[Pd] (palladium-carbon). Solvent: C(C)O (ethanol). The product is C(C)OC(=O)N1NCCCC1 (hexahydropyridazine-1-carboxylic acid ethyl ester). Reaction SMILES: [H][H].[CH3:3][CH2:4][O:5][C:6]([N:8]1[CH2:13][CH:12]=[CH:11][CH2:10][N:9]1C(OCC1C=CC=CC=1)=O)=[O:7]>C(O)C.[C].[Pd]>[CH2:4]([O:5][C:6]([N:8]1[CH2:13][CH2:12][CH2:11][CH2:10][NH:9]1)=[O:7])[CH3:3] |f:3.4|. Reported procedure: In a hydrogen atmosphere, 10% palladium-carbon (3.2 g) was added to the above-obtained 1,2,3,6-tetrahydropyridazine-1,2-dicarboxylic acid 1-benzyl ester 2-ethyl ester (32 g) in ethanol (100 mL), and the resultant mixture was stirred at 40° C. for 24 hours, and then cooled in air. The reaction mixture was filtered, and the solvent of the filtrate was removed under reduced pressure, and the residue was purified by distillation (boiling point 81° C./1 mmHg), to thereby give hexahydropyridazine-1-ca... The reactants are ClC1=NSC=C1Cl (3,4-Dichloroisothiazole), FS(=O)(=O)OC (methyl fluorosulfonate). Yields the product FS(=O)(=O)[O-].ClC1=[N+](SC=C1Cl)C (3,4-dichloro-2-methylisothiazolium fluorosulfonate). Yield: 63.0%. Reaction SMILES: [Cl:1][C:2]1[C:6]([Cl:7])=[CH:5][S:4][N:3]=1.[F:8][S:9]([O:12][CH3:13])(=[O:11])=[O:10]>>[F:8][S:9]([O-:12])(=[O:11])=[O:10].[Cl:1][C:2]1[C:6]([Cl:7])=[CH:5][S:4][N+:3]=1[CH3:13] |f:2.3|. Procedure: 3,4-Dichloroisothiazole (3.1 g, 0.02 mol) and 4 ml of methyl fluorosulfonate were heated at 40° for 15 min under a nitrogen atmosphere. The resulting solid was washed with ether and benzene to yield 3.4 g (63%) of 3,4-dichloro-2-methylisothiazolium fluorosulfonate, mp 159-164. Analysis--Calculated for C4H4Cl2FNO3S2 : C, 17.90; H, 1.49; Cl, 26.45; F, 7.90; N, 5.22. Found C, 17.74; H, 1.49; Cl, 26.49; F, 7.24; N, 5.13.